From a dataset of the Open Reaction Database (ORD), a public repository of structured organic reaction records. describe an organic reaction: reactants, conditions, products, and yield The reactants are ClC1=C(C=CC=C1)C(C1=C(C=CC(=C1)Cl)N1C(=NC=C1)CN1C(C=2C(C1=O)=CC=CC2)=O)=O (2',5-dichloro-2-[2-(phthalimidomethyl)imidazol-1-yl]benzophenone), O.NN (hydrazine hydrate). The solvent is C(C)O (ethanol). The product is ClC=1C=CC2=C(C(=NCC=3N2C=CN3)C3=C(C=CC=C3)Cl)C1 (8-chloro-6-(o-chlorophenyl)-4H-imidazo[1,2-a][1,4]benzodiazepine). Reaction SMILES: [Cl:1][C:2]1[CH:7]=[CH:6][CH:5]=[CH:4][C:3]=1[C:8](=O)[C:9]1[CH:14]=[C:13]([Cl:15])[CH:12]=[CH:11][C:10]=1[N:16]1[CH:20]=[CH:19][N:18]=[C:17]1[CH2:21][N:22]1C(=O)C2=CC=CC=C2C1=O.O.NN>C(O)C>[Cl:15][C:13]1[CH:12]=[CH:11][C:10]2[N:16]3[CH:20]=[CH:19][N:18]=[C:17]3[CH2:21][N:22]=[C:8]([C:3]3[CH:4]=[CH:5][CH:6]=[CH:7][C:2]=3[Cl:1])[C:9]=2[CH:14]=1 |f:1.2|. Procedure: In the manner given in Example 33, 2',5-dichloro-2-[2-(phthalimidomethyl)imidazol-1-yl]benzophenone (4.76 g., 10.0 mmol) is dissolved in 60 ml. of ethanol, treated with 1.00 ml. of hydrazine hydrate and heated to 73° C. for 2 hours. After filtration of the reaction mixture, the mother liquids are concentrated and the residue is recrystallized from ethyl acetate/hexane mixtures to give 8-chloro-6-(o-chlorophenyl)-4H-imidazo[1,2-a][1,4]benzodiazepine of melting point 178°-180° C.